Dataset: the Open Reaction Database (ORD), a public repository of structured organic reaction records. Task: describe an organic reaction: reactants, conditions, products, and yield Starting materials: C(C)N(CC)CC1=CC=C(C(=O)NC=2C=C(C=CC2C)NC(=O)C2=CC(=NC=C2)Cl)C=C1 (N-[3-(4diethylaminomethylbenzamido)-4-methylphenyl]-2-chloropyridine-4-carboxamide), N1CCOCC1 (morpholine), resultant solution. Run in O (water). Reaction conditions: temperature 110 celsius. Yields the product C(C)N(CC)CC1=CC=C(C(=O)NC=2C=C(C=CC2C)NC(=O)C2=CC(=NC=C2)N2CCOCC2)C=C1 (N-[3-(4-diethylaminomethylbenzamido)-4-methylphenyl]-2-morpholinopyridine-4-carboxamide). Reaction SMILES: [CH2:1]([N:3]([CH2:6][C:7]1[CH:32]=[CH:31][C:10]([C:11]([NH:13][C:14]2[CH:15]=[C:16]([NH:21][C:22]([C:24]3[CH:29]=[CH:28][N:27]=[C:26](Cl)[CH:25]=3)=[O:23])[CH:17]=[CH:18][C:19]=2[CH3:20])=[O:12])=[CH:9][CH:8]=1)[CH2:4][CH3:5])[CH3:2].[NH:33]1[CH2:38][CH2:37][O:36][CH2:35][CH2:34]1>O>[CH2:1]([N:3]([CH2:6][C:7]1[CH:32]=[CH:31][C:10]([C:11]([NH:13][C:14]2[CH:15]=[C:16]([NH:21][C:22]([C:24]3[CH:29]=[CH:28][N:27]=[C:26]([N:33]4[CH2:38][CH2:37][O:36][CH2:35][CH2:34]4)[CH:25]=3)=[O:23])[CH:17]=[CH:18][C:19]=2[CH3:20])=[O:12])=[CH:9][CH:8]=1)[CH2:4][CH3:5])[CH3:2]. Procedure: Using an analogous procedure to that described in Example 3, a mixture of N-[3-(4diethylaminomethylbenzamido)-4-methylphenyl]-2-chloropyridine-4-carboxamide (0.5 g) and morpholine (5 ml) was stirred and heated to 110° C. for 16 hours. The resultant solution was cooled to ambient temperature and poured into water. The resultant solid was isolated, washed with diethyl ether and dried under vacuum at 40° C. There was thus obtained the title compound (0.021 g); NMR Spectrum: (DMSOd6) 1.0 (t, 6H), 2.... Starting materials: CC#N, C[Si](C)(C)Cl, COc1ccc2c(c1)OC(C)(C)C(NC(=O)c1cc(Cl)ccc1OC)C2O, [I-], [Na+], [Na+], O=S([O-])O. Product: COc1ccc2c(c1)OC(C)(C)C(NC(=O)c1cc(Cl)ccc1OC)C2. Reaction SMILES: [CH3:40][C:41]#[N:42].[Cl:3][Si:4]([CH3:5])([CH3:6])[CH3:7].[Cl:8][c:9]1[cH:10][cH:11][c:12]([O:33][CH3:34])[c:13]([C:14](=[O:15])[NH:16][CH:17]2[C:18]([CH3:30])([CH3:31])[O:19][c:20]3[cH:21][c:22]([O:28][CH3:29])[cH:23][cH:24][c:25]3[CH:26]2[OH:27])[cH:32]1.[I-:2].[Na+:1].[Na+:39].[S:35](=[O:36])([OH:37])[O-:38]>>[Cl:8][c:9]1[cH:10][cH:11][c:12]([O:33][CH3:34])[c:13]([C:14](=[O:15])[NH:16][CH:17]2[C:18]([CH3:30])([CH3:31])[O:19][c:20]3[cH:21][c:22]([O:28][CH3:29])[cH:23][cH:24][c:25]3[CH2:26]2)[cH:32]1.